This data is from the Open Reaction Database (ORD), a public repository of structured organic reaction records. The task is: describe an organic reaction: reactants, conditions, products, and yield Reactants: Cn1ncc(C(=O)O)c1-c1ccccc1, CC(C)NC1C2CC3CC(C2)CC1C3. Yields the product CC(C)N(C(=O)c1cnn(C)c1-c1ccccc1)C1C2CC3CC(C2)CC1C3. As a reaction SMILES: [CH3:15][n:16]1[n:17][cH:18][c:19]([C:27](=[O:28])[OH:29])[c:20]1-[c:21]1[cH:22][cH:23][cH:24][cH:25][cH:26]1.[CH:1]12[CH:2]([NH:11][CH:12]([CH3:13])[CH3:14])[CH:3]3[CH2:4][CH:5]([CH2:6][CH:7]([CH2:8]1)[CH2:9]3)[CH2:10]2>>[CH:1]12[CH:2]([N:11]([CH:12]([CH3:13])[CH3:14])[C:27]([c:19]3[cH:18][n:17][n:16]([CH3:15])[c:20]3-[c:21]3[cH:22][cH:23][cH:24][cH:25][cH:26]3)=[O:28])[CH:3]3[CH2:4][CH:5]([CH2:6][CH:7]([CH2:8]1)[CH2:9]3)[CH2:10]2. Reactants: C(C)(C)(C)OC(NC1=NC=CC(=C1)CCOC1=CC=C(C2=CC=CC=C12)NC(=O)NC1=CC(=NN1C1=CC=C(C=C1)C)C(C)(C)C)=O (tert-butyl-4-(2-(4-(3-(3-tert-butyl-1-p-tolyl-1H-pyrazol-5-yl)ureido) naphthalen-1-yloxy)ethyl)pyridin-2-ylcarbamate), C(=O)(C(F)(F)F)O (TFA). Solvent: C(Cl)Cl (DCM). Conditions: time 2 hour. Yields the product NC1=NC=CC(=C1)CCOC1=CC=C(C2=CC=CC=C12)NC(=O)NC1=CC(=NN1C1=CC=C(C=C1)C)C(C)(C)C (1-(4-(2-(2-aminopyridin-4-yl)ethoxy)naphthalen-1-yl)-3-(3-tert-butyl-1-p-tolyl-1H-pyrazol-5-yl)urea). Isolated yield 102.0%. As a reaction SMILES: C(OC(=O)[NH:7][C:8]1[CH:13]=[C:12]([CH2:14][CH2:15][O:16][C:17]2[C:26]3[C:21](=[CH:22][CH:23]=[CH:24][CH:25]=3)[C:20]([NH:27][C:28]([NH:30][C:31]3[N:35]([C:36]4[CH:41]=[CH:40][C:39]([CH3:42])=[CH:38][CH:37]=4)[N:34]=[C:33]([C:43]([CH3:46])([CH3:45])[CH3:44])[CH:32]=3)=[O:29])=[CH:19][CH:18]=2)[CH:11]=[CH:10][N:9]=1)(C)(C)C.C(O)(C(F)(F)F)=O>C(Cl)Cl>[NH2:7][C:8]1[CH:13]=[C:12]([CH2:14][CH2:15][O:16][C:17]2[C:26]3[C:21](=[CH:22][CH:23]=[CH:24][CH:25]=3)[C:20]([NH:27][C:28]([NH:30][C:31]3[N:35]([C:36]4[CH:37]=[CH:38][C:39]([CH3:42])=[CH:40][CH:41]=4)[N:34]=[C:33]([C:43]([CH3:46])([CH3:45])[CH3:44])[CH:32]=3)=[O:29])=[CH:19][CH:18]=2)[CH:11]=[CH:10][N:9]=1. Reported procedure: To a suspension of tert-butyl-4-(2-(4-(3-(3-tert-butyl-1-p-tolyl-1H-pyrazol-5-yl)ureido) naphthalen-1-yloxy)ethyl)pyridin-2-ylcarbamate (14) (1.35 g, 2.20 mmol) in DCM (10 mL) was added TFA (10 mL). After stirring at RT for 2 hr, the volatiles were evaporated and the residue was taken up in EtOAc (50 mL) and extracted with saturated aq NaHCO3 (50 mL). The layers were separated; the organic was washed with brine (50 mL), dried and evaporated to give 1-(4-(2-(2-aminopyridin-4-yl)ethoxy)naphthalen-... Procedure: 10 g of 1-benzenesulfonylmethyl-3-chloro-2-nitro-benzene were slurried in 25 mL N-methylpiperazine under nitrogen and stirred. The mixture was heated to 80° C. (oil bath temperature) for a period of 14 hours. The reaction was quenched at 80° C. with 125 mL water, and the thick slurry was filtered, washed with 100 mL water and 100 mL hexanes., and vacuum dried at 45° C. under nitrogen purge for 4 hours, to yield 11.7 g of 1-(3-benzenesulfonylmethyl-2-nitro-phenyl)-4-methyl-piperazine mp 180-182° ... As a reaction SMILES: [C:1]1([S:7]([CH2:10][C:11]2[CH:16]=[CH:15][CH:14]=[C:13](Cl)[C:12]=2[N+:18]([O-:20])=[O:19])(=[O:9])=[O:8])[CH:6]=[CH:5][CH:4]=[CH:3][CH:2]=1.[CH3:21][N:22]1[CH2:27][CH2:26][NH:25][CH2:24][CH2:23]1>>[C:1]1([S:7]([CH2:10][C:11]2[C:12]([N+:18]([O-:20])=[O:19])=[C:13]([N:25]3[CH2:26][CH2:27][N:22]([CH3:21])[CH2:23][CH2:24]3)[CH:14]=[CH:15][CH:16]=2)(=[O:9])=[O:8])[CH:6]=[CH:5][CH:4]=[CH:3][CH:2]=1. Reaction conditions: temperature 80 celsius. The product is C1(=CC=CC=C1)S(=O)(=O)CC=1C(=C(C=CC1)N1CCN(CC1)C)[N+](=O)[O-] (1-(3-benzenesulfonylmethyl-2-nitro-phenyl)-4-methyl-piperazine). Starting materials: C1(=CC=CC=C1)S(=O)(=O)CC1=C(C(=CC=C1)Cl)[N+](=O)[O-] (1-benzenesulfonylmethyl-3-chloro-2-nitro-benzene), CN1CCNCC1 (N-methylpiperazine). Reactants: BrC=1SC=CC1 (2-bromothiophene), C1(=CC=CC=C1)C#C (phenylacetylene). Reagents/catalysts: Cl[Pd]([P](C1=CC=CC=C1)(C2=CC=CC=C2)C3=CC=CC=C3)([P](C4=CC=CC=C4)(C5=CC=CC=C5)C6=CC=CC=C6)Cl (bis-(triphenylphosphine)palladium chloride), [Cu](I)I (copper iodide), C1(=CC=CC=C1)P(C1=CC=CC=C1)C1=CC=CC=C1 (triphenylphosphine). Solvent: C(C)N(CC)CC (triethylamine). Yields the product S1C(=CC=C1)C#CC1=CC=CC=C1 (1-(2-thienyl)-2-phenylacetylene). Yield: 57.5%. Reaction SMILES: Br[C:2]1[S:3][CH:4]=[CH:5][CH:6]=1.[C:7]1([C:13]#[CH:14])[CH:12]=[CH:11][CH:10]=[CH:9][CH:8]=1>C(N(CC)CC)C.Cl[Pd](Cl)([P](C1C=CC=CC=1)(C1C=CC=CC=1)C1C=CC=CC=1)[P](C1C=CC=CC=1)(C1C=CC=CC=1)C1C=CC=CC=1.[Cu](I)I.C1(P(C2C=CC=CC=2)C2C=CC=CC=2)C=CC=CC=1>[S:3]1[CH:4]=[CH:5][CH:6]=[C:2]1[C:14]#[C:13][C:7]1[CH:12]=[CH:11][CH:10]=[CH:9][CH:8]=1 |^1:24,43|. Reported procedure: 1 g (0.00142 mol) of bis-(triphenylphosphine)palladium chloride, 5 g (0.0262 mol) of copper iodide and 8.5 g (0.0324 mol) of triphenylphosphine were added in succesion to a solution of 163 g (1 mol) of 2-bromothiophene and 127.5 g (1.25 mol) of phenylacetylene in 850 ml of triethylamine at 25° C. Stirring was carried out for twelve hours under a nitrogen atmosphere at 80° C., after which the mixture was filtered and the filtrate was evaporated down under reduced pressure. 600 ml of methylene chl... Reaction SMILES: [C:1]([C@:8]([NH2:17])([CH2:13][CH2:14][CH2:15]O)[C:9]([O:11][CH3:12])=[O:10])([O:3][C:4]([CH3:7])([CH3:6])[CH3:5])=[O:2].C1(P(C2C=CC=CC=2)C2C=CC=CC=2)C=CC=CC=1.C(Br)(Br)(Br)[Br:38]>>[C:1]([C@:8]([NH2:17])([CH2:13][CH2:14][CH2:15][Br:38])[C:9]([O:11][CH3:12])=[O:10])([O:3][C:4]([CH3:7])([CH3:6])[CH3:5])=[O:2]. Reactants: crude residue, C(=O)(OC(C)(C)C)[C@@](C(=O)OC)(CCCO)N (methyl (S)2-BOC-amino-5-hydroxy-pentanoate), C1(=CC=CC=C1)P(C1=CC=CC=C1)C1=CC=CC=C1 (triphenylphosphine), C(Br)(Br)(Br)Br (CBr4). Reported procedure: The crude residue of methyl (S)2-BOC-amino-5-hydroxy-pentanoate is treated with triphenylphosphine and CBr4 to obtain a crude sample of methyl (S)2-BOC-amino-5-bromo-pentanoate. The product is C(=O)(OC(C)(C)C)[C@@](C(=O)OC)(CCCBr)N (methyl (S)2-BOC-amino-5-bromo-pentanoate). Product: ClC1=NC=C(C=C1)C#C (2-Chloro-5-ethynylpyridine). Procedure: 2-Chloro-5-trimethylsilanylethynyl-pyridine (1.00 g, 4.77 mmol) was taken up in THF (23.8 ml) under argon at 0° C. Tetrabutylammonium fluoride (5.72 ml of 1.0 M in THF, 5.72 mmol) was added dropwise over 5 minutes. The mixture was then allowed to warm to room temperature and maintained at room temperature for 1.5 hours. The reaction was quenched with saturated aqueous ammonium chloride, and extracted three times with ethyl acetate. The organic fractions were combined, dried over anhydrous magnes... The solvent is C1CCOC1 (THF). Reactants: ClC1=NC=C(C=C1)C#C[Si](C)(C)C (2-Chloro-5-trimethylsilanylethynyl-pyridine), [F-].C(CCC)[N+](CCCC)(CCCC)CCCC (Tetrabutylammonium fluoride). RXN SMILES: [Cl:1][C:2]1[CH:7]=[CH:6][C:5]([C:8]#[C:9][Si](C)(C)C)=[CH:4][N:3]=1.[F-].C([N+](CCCC)(CCCC)CCCC)CCC>C1COCC1>[Cl:1][C:2]1[CH:7]=[CH:6][C:5]([C:8]#[CH:9])=[CH:4][N:3]=1 |f:1.2|. The yield is 86.6%. Starting materials: NC=1C=CC2=C(N=CS2)C1 (5-aminobenzothiazole), BrN1C(CCC1=O)=O (N-bromosuccinimide). Reaction SMILES: [NH2:1][C:2]1[CH:3]=[CH:4][C:5]2[S:9][CH:8]=[N:7][C:6]=2[CH:10]=1.[Br:11]N1C(=O)CCC1=O>C(#N)C>[NH2:1][C:2]1[CH:3]=[CH:4][C:5]2[S:9][CH:8]=[N:7][C:6]=2[C:10]=1[Br:11]. Procedure details: A stirred solution of 3 g of 5-aminobenzothiazole in 100 ml of acetonitrile at room temperature was treated with 3.5 g of N-bromosuccinimide and the resulting solution was stirred at room temperature for 4 hours. The solvent was removed under reduced pressure and the residue purified by silica gel chromatography (eluent cyclohexane/ethyl acetate 7:3) to afford 3.9 g of 5-amino-4-bromobenzothiazole as a pink solid. MS (ES+) 229/231 (MH+). Run at time 4 hour. Solvent: C(C)#N (acetonitrile). Yields the product NC=1C=CC2=C(N=CS2)C1Br (5-amino-4-bromobenzothiazole). Reactants: OC1=C(N(S(C2=C1C=C(C=C2)OC)(=O)=O)C)C(=O)OC (methyl 4-hydroxy-6-methoxy-2-methyl-2H-1,2-benzothiazine-3-caboxylate-1,1-dioxide), NC=1SC(=CN1)C (2-amino-5-methyl-thiazole). The solvent is C=1(C(=CC=CC1)C)C (xylene). Yields the product OC1=C(N(S(C2=C1C=C(C=C2)OC)(=O)=O)C)C(=O)NC=2SC(=CN2)C (4-hydroxy-6-methoxy-2-methyl-N-(5-methyl-2-thiazolyl)-2H-1,2-benzothiazine-3-caboxamide-1,1-dioxide). Yield: 89.4%. As a reaction SMILES: [OH:1][C:2]1[C:7]2[CH:8]=[C:9]([O:12][CH3:13])[CH:10]=[CH:11][C:6]=2[S:5](=[O:15])(=[O:14])[N:4]([CH3:16])[C:3]=1[C:17]([O:19]C)=O.[NH2:21][C:22]1[S:23][C:24]([CH3:27])=[CH:25][N:26]=1>C1(C)C(C)=CC=CC=1>[OH:1][C:2]1[C:7]2[CH:8]=[C:9]([O:12][CH3:13])[CH:10]=[CH:11][C:6]=2[S:5](=[O:14])(=[O:15])[N:4]([CH3:16])[C:3]=1[C:17]([NH:21][C:22]1[S:23][C:24]([CH3:27])=[CH:25][N:26]=1)=[O:19]. Procedure details: 5.2 gm (0.017 mol) of methyl 4-hydroxy-6-methoxy-2-methyl-2H-1,2-benzothiazine-3-caboxylate-1,1-dioxide and 2.2 gm (0.019 mol) of 2-amino-5-methyl-thiazole were refluxed in 200 ml of xylene for 24 hours. After cooling, the precipitated crystals were filtered off and recrystallized from tetrahydrofuran. 5.8 gm (89% of theory) of 4-hydroxy-6-methoxy-2-methyl-N-(5-methyl-2-thiazolyl)-2H-1,2-benzothiazine-3-caboxamide-1,1-dioxide were obtained. The reactants are CC(C)CC(NC(=O)OC(C)(C)C)C(=O)O, c1ccc(CN2CCNCC2)cc1, O. Yields the product CC(C)CC(NC(=O)OC(C)(C)C)C(=O)N1CCN(Cc2ccccc2)CC1. RXN SMILES: [C:2]([CH3:3])([CH3:4])([CH3:5])[O:6][C:7](=[O:8])[NH:9][CH:10]([CH2:11][CH:12]([CH3:13])[CH3:14])[C:15](=[O:16])[OH:17].[CH2:18]([c:19]1[cH:20][cH:21][cH:22][cH:23][cH:24]1)[N:25]1[CH2:26][CH2:27][NH:28][CH2:29][CH2:30]1.[OH2:1]>>[C:2]([CH3:3])([CH3:4])([CH3:5])[O:6][C:7](=[O:8])[NH:9][CH:10]([CH2:11][CH:12]([CH3:13])[CH3:14])[C:15](=[O:17])[N:28]1[CH2:27][CH2:26][N:25]([CH2:18][c:19]2[cH:20][cH:21][cH:22][cH:23][cH:24]2)[CH2:30][CH2:29]1. The reactants are [BH4-], CC(C)=O, CCO, [Ca+2], [Cl-], [Cl-], [Na+], CCOC(=O)c1csc(C(=O)OCC)n1. The product is CCOC(=O)c1csc(CO)n1. As a reaction SMILES: [BH4-:16].[CH3:21][C:22](=[O:23])[CH3:24].[CH3:25][CH2:26][OH:27].[Ca+2:20].[Cl-:18].[Cl-:19].[Na+:17].[s:1]1[c:2]([C:11](=[O:12])[O:13][CH2:14][CH3:15])[n:3][c:4]([C:6](=[O:7])[O:8][CH2:9][CH3:10])[cH:5]1>>[s:1]1[c:2]([CH2:11][OH:12])[n:3][c:4]([C:6](=[O:7])[O:8][CH2:9][CH3:10])[cH:5]1.